Dataset: the Open Reaction Database (ORD), a public repository of structured organic reaction records. Task: describe an organic reaction: reactants, conditions, products, and yield Starting materials: C(C)(=O)O[C@H](C(=O)NC1=C(NC2=CC(=CC=C12)Cl)C(C1=CC=CC=C1)=O)C ((S)-(−)-3-(2-acetoxypropionylamino)-2-benzoyl-6-chloroindole), C([O-])([O-])=O.[K+].[K+] (potassium carbonate). Solvent: C(C)O (ethanol), O (water). The product is C(C1=CC=CC=C1)(=O)C=1NC2=CC(=CC=C2C1NC([C@H](C)O)=O)Cl ((S)-(+)-2-Benzoyl-6-chloro-3-[(2-hydroxypropionyl)amino]indole). Yield: 81.7%. As a reaction SMILES: C([O:4][C@@H:5]([CH3:27])[C:6]([NH:8][C:9]1[C:17]2[C:12](=[CH:13][C:14]([Cl:18])=[CH:15][CH:16]=2)[NH:11][C:10]=1[C:19](=[O:26])[C:20]1[CH:25]=[CH:24][CH:23]=[CH:22][CH:21]=1)=[O:7])(=O)C.C(=O)([O-])[O-].[K+].[K+]>C(O)C.O>[C:19]([C:10]1[NH:11][C:12]2[C:17]([C:9]=1[NH:8][C:6](=[O:7])[C@@H:5]([OH:4])[CH3:27])=[CH:16][CH:15]=[C:14]([Cl:18])[CH:13]=2)(=[O:26])[C:20]1[CH:21]=[CH:22][CH:23]=[CH:24][CH:25]=1 |f:1.2.3|. Procedure: A solution of (S)-(−)-3-(2-acetoxypropionylamino)-2-benzoyl-6-chloroindole (Example 58, 580 mg, 1.5 mmol) and potassium carbonate (2.0 g, 14 mmol) in ethanol (30 ml) and water (10 ml) was stirred for 2 h. The mixture was concentrated and extracted with ethyl acetate (50 ml×2). The organic extracts were dried (MgSO4) and concentrated to give a yellow amorphous solid. Recrystallization from ethyl acetate/hexane gave 420 mg (81%) of the title compound as a yellow solid. RXN SMILES: [CH3:23][N:24]([CH3:25])[CH:26]=[O:27].[CH:1](=[O:2])[c:3]1[cH:4][cH:5][c:6]([C:7](=[O:8])[OH:9])[cH:10][cH:11]1.[Cl:12][C:13]([C:14]([Cl:15])=[O:16])=[O:17].[O:18]1[CH2:19][CH2:20][CH2:21][CH2:22]1>>[CH:1](=[O:2])[c:3]1[cH:4][cH:5][c:6]([C:7](=[O:8])[Cl:12])[cH:10][cH:11]1. Reactants: CN(C)C=O, O=Cc1ccc(C(=O)O)cc1, O=C(Cl)C(=O)Cl, C1CCOC1. The product is O=Cc1ccc(C(=O)Cl)cc1. The reactants are NS(=O)(=O)c1ccc(NN=C2C(=O)Nc3ccc(C(=O)Oc4c(F)c(F)c(F)c(F)c4F)cc32)cc1, CC(C)(CN)CO. The product is CC(C)(CO)CNC(=O)c1ccc2c(c1)C(=NNc1ccc(S(N)(=O)=O)cc1)C(=O)N2. RXN SMILES: [F:1][c:2]1[c:3]([O:4][C:9](=[O:10])[c:11]2[cH:12][c:13]3[c:17]([cH:18][cH:19]2)[NH:16][C:15](=[O:20])[C:14]3=[N:21][NH:22][c:23]2[cH:24][cH:25][c:26]([S:29]([NH2:30])(=[O:31])=[O:32])[cH:27][cH:28]2)[c:5]([F:6])[c:7]([F:8])[c:33]([F:34])[c:35]1[F:36].[OH:37][CH2:38][C:39]([CH2:40][NH2:41])([CH3:42])[CH3:43]>>[C:9](=[O:10])([c:11]1[cH:12][c:13]2[c:17]([cH:18][cH:19]1)[NH:16][C:15](=[O:20])[C:14]2=[N:21][NH:22][c:23]1[cH:24][cH:25][c:26]([S:29]([NH2:30])(=[O:31])=[O:32])[cH:27][cH:28]1)[NH:41][CH2:40][C:39]([CH2:38][OH:37])([CH3:42])[CH3:43]. Reactants: C=CCOCc1cc(Cl)c(Cc2ccc(CC)cc2)cc1C1(OC)OC(CO)C(O)C(O)C1O, CC[SiH](CC)CC, CC#N, ClCCl. Yields the product C=CCOCc1cc(Cl)c(Cc2ccc(CC)cc2)cc1C1OC(CO)C(O)C(O)C1O. As a reaction SMILES: [CH2:1]([CH:2]=[CH2:3])[O:4][CH2:5][c:6]1[c:7]([C:22]2([O:33][CH3:34])[O:23][CH:24]([CH2:31][OH:32])[CH:25]([OH:30])[CH:26]([OH:29])[CH:27]2[OH:28])[cH:8][c:9]([CH2:13][c:14]2[cH:15][cH:16][c:17]([CH2:20][CH3:21])[cH:18][cH:19]2)[c:10]([Cl:12])[cH:11]1.[CH2:38]([SiH:39]([CH2:40][CH3:41])[CH2:42][CH3:43])[CH3:44].[CH3:45][C:46]#[N:47].[Cl:35][CH2:36][Cl:37]>>[CH2:1]([CH:2]=[CH2:3])[O:4][CH2:5][c:6]1[c:7]([CH:22]2[O:23][CH:24]([CH2:31][OH:32])[CH:25]([OH:30])[CH:26]([OH:29])[CH:27]2[OH:28])[cH:8][c:9]([CH2:13][c:14]2[cH:15][cH:16][c:17]([CH2:20][CH3:21])[cH:18][cH:19]2)[c:10]([Cl:12])[cH:11]1. Starting materials: C#C, c1cc(cc(n1)C(=O)NOC)Cl. Reagents/catalysts: c1ccc(cc1)-c2c3ccccc3cc4ccccc24 (9-Phenylanthracene), [B-](F)(F)(F)F.[Ag+] (AgBF4), CC(=O)[O-].[Cs+]   (CsOAc), [B-](F)(F)(F)F.[Ag+]  (AgBF4), C1(C(C(C(C1C)C)C)C)C.C1(C(C(C(C1C)C)C)C)C.[Rh](Cl)Cl.[Rh](Cl)Cl ([Cp*RhCl2]2). Solvent: CC(C)OC(=O)C (iPrOAc). Run at temperature 60 celsius, time 18 hour. Yields the product Clc1ccnc2C(=O)NC=Cc12. Reaction SMILES: [CH:1]#[CH:2].CO[NH:3][C:4]([c:6]1[n:12][cH:11][cH:10][c:8]([Cl:9])[cH:7]1)=[O:5]>>[Cl:9][c:8]1[c:7]([c:6]2[n:12][cH:11][cH:10]1)[CH:2]=[CH:1][NH:3][C:4]2=[O:5]. Reactants: C(C)(=O)N([C@@H]1C[C@@H](N(C2=CC=CC=C12)C(=O)C1=CC=C(C=C1)OS(=O)(=O)C(F)(F)F)C)C1=CC=C(C=C1)Cl ((2S,4R)-trifluoro-methanesulfonic acid 4-{4-[acetyl(4-chloro-phenyl)-amino]-2-methyl-3,4-dihydro-2H-quinoline-1-carbonyl}-phenyl ester), C(C)OC(=O)C1CCNCC1 (piperidine-4-carboxylic acid ethyl ester), C(=O)([O-])[O-].[Cs+].[Cs+] (Cs2CO3), C=1C=CC(=CC1)P(C=2C=CC=CC2)C3=CC=C4C=CC=CC4=C3C5=C6C=CC=CC6=CC=C5P(C=7C=CC=CC7)C=8C=CC=CC8 (BINAP), C1COCCOCCOCCOCCOCCO1 (18-Crown-6). The reagents and catalysts are C=1C=CC(=CC1)/C=C/C(=O)/C=C/C2=CC=CC=C2.C=1C=CC(=CC1)/C=C/C(=O)/C=C/C2=CC=CC=C2.C=1C=CC(=CC1)/C=C/C(=O)/C=C/C2=CC=CC=C2.[Pd].[Pd] (Pd2(dba)3). The solvent is C1(=CC=CC=C1)C (toluene). The product is C(C)OC(=O)C1CCN(CC1)C1=CC=C(C=C1)C(=O)N1[C@H](C[C@H](C2=CC=CC=C12)N(C1=CC=C(C=C1)Cl)C(C)=O)C ((2S,4R)-1-(4-{4-[Acetyl-(4-chloro-phenyl)-amino]-2-methyl-3,4-dihydro-2H-quinoline-1-carbonyl}-phenyl)-piperidine-4-carboxylic acid ethyl ester). As a reaction SMILES: [C:1]([N:4]([C:32]1[CH:37]=[CH:36][C:35]([Cl:38])=[CH:34][CH:33]=1)[C@H:5]1[C:14]2[C:9](=[CH:10][CH:11]=[CH:12][CH:13]=2)[N:8]([C:15]([C:17]2[CH:22]=[CH:21][C:20](OS(C(F)(F)F)(=O)=O)=[CH:19][CH:18]=2)=[O:16])[C@@H:7]([CH3:31])[CH2:6]1)(=[O:3])[CH3:2].[CH2:39]([O:41][C:42]([CH:44]1[CH2:49][CH2:48][NH:47][CH2:46][CH2:45]1)=[O:43])[CH3:40].C([O-])([O-])=O.[Cs+].[Cs+].C1C=CC(P(C2C(C3C(P(C4C=CC=CC=4)C4C=CC=CC=4)=CC=C4C=3C=CC=C4)=C3C(C=CC=C3)=CC=2)C2C=CC=CC=2)=CC=1.C1OCCOCCOCCOCCOCCOC1>C1(C)C=CC=CC=1.C1C=CC(/C=C/C(/C=C/C2C=CC=CC=2)=O)=CC=1.C1C=CC(/C=C/C(/C=C/C2C=CC=CC=2)=O)=CC=1.C1C=CC(/C=C/C(/C=C/C2C=CC=CC=2)=O)=CC=1.[Pd].[Pd]>[CH2:39]([O:41][C:42]([CH:44]1[CH2:49][CH2:48][N:47]([C:20]2[CH:19]=[CH:18][C:17]([C:15]([N:8]3[C:9]4[C:14](=[CH:13][CH:12]=[CH:11][CH:10]=4)[C@H:5]([N:4]([C:1](=[O:3])[CH3:2])[C:32]4[CH:37]=[CH:36][C:35]([Cl:38])=[CH:34][CH:33]=4)[CH2:6][C@@H:7]3[CH3:31])=[O:16])=[CH:22][CH:21]=2)[CH2:46][CH2:45]1)=[O:43])[CH3:40] |f:2.3.4,8.9.10.11.12|. Procedure details: (2S,4R)-1-(4-{4-[Acetyl-(4-chloro-phenyl)-amino]-2-methyl-3,4-dihydro-2H-quinoline-1-carbonyl}-phenyl)-piperidine-4-carboxylic acid ethyl ester was prepared from (2S,4R)-trifluoro-methanesulfonic acid 4-{4-[acetyl(4-chloro-phenyl)-amino]-2-methyl-3,4-dihydro-2H-quinoline-1-carbonyl}-phenyl ester by adding piperidine-4-carboxylic acid ethyl ester (4 eq.), Cs2CO3 (3 eq.), 10% Pd2(dba)3, BINAP (0.20 equ), and 10% 18-Crown-6 (0.10 eq.) in toluene at 110° C. over night. The reaction mixture was conce... Reactants: ClC1=NC=2C(=NC=C(N2)C2=CC=CC=C2)N1 (2-chloro-5-phenyl-1H-imidazo[4,5-b]pyrazine), N1CCC2(CC1)OC(C1=CC=CC=C12)=O (spiro[isobenzofuran-1,4′-piperidin]-3-one). The solvent is CC(=O)N(C)C (dimethylacetamide). Product: C1(=CC=CC=C1)C=1N=C2C(=NC1)NC(=N2)N2CCC1(CC2)OC(C2=CC=CC=C21)=O (1′-(5-Phenyl-1H-imidazo[4,5-b]pyrazin-2-yl)-spiro[isobenzofuran-1,4′-piperidin]-3-one). As a reaction SMILES: Cl[C:2]1[NH:16][C:5]2=[N:6][CH:7]=[C:8]([C:10]3[CH:15]=[CH:14][CH:13]=[CH:12][CH:11]=3)[N:9]=[C:4]2[N:3]=1.[NH:17]1[CH2:22][CH2:21][C:20]2([C:30]3[C:25](=[CH:26][CH:27]=[CH:28][CH:29]=3)[C:24](=[O:31])[O:23]2)[CH2:19][CH2:18]1>CC(N(C)C)=O>[C:10]1([C:8]2[N:9]=[C:4]3[N:3]=[C:2]([N:17]4[CH2:22][CH2:21][C:20]5([C:30]6[C:25](=[CH:26][CH:27]=[CH:28][CH:29]=6)[C:24](=[O:31])[O:23]5)[CH2:19][CH2:18]4)[NH:16][C:5]3=[N:6][CH:7]=2)[CH:15]=[CH:14][CH:13]=[CH:12][CH:11]=1. Reported procedure: Stir 2-chloro-5-phenyl-1H-imidazo[4,5-b]pyrazine (231 mg, 1 mmol) and spiro[isobenzofuran-1,4′-piperidin]-3-one (406 mg, 2 mmol) in dimethylacetamide (5 mL) at 120° C. for 14 hours. Cool the mixture and partition between EtOAc and half-saturated NaHCO3, wash several times with water, dry and concentrate in vacuo. Purify by chromatography (1:1 hexanes/EtOAc) to obtain 1′-(5-Phenyl-1H-imidazo[4,5-b]pyrazin-2-yl)-spiro[isobenzofuran-1,4′-piperidin]-3-one as a tan solid. Reactants: Cl (Hydrogen chloride), C(C)(C)(C)OC(=O)N1CC(CCC1)CNC(=O)C=1C=NC(=NC1)C1=CC(=CC=C1)F (3-({[2-(3-fluoro-phenyl)-pyrimidine-5-carbonyl]-amino}-methyl)-piperidine-1-carboxylic acid tert-butyl ester). The solvent is C(Cl)Cl (DCM). Run at time 2 hour. Product: Cl.N1CC(CCC1)CNC(=O)C=1C=NC(=NC1)C1=CC(=CC=C1)F (2-(3-fluoro-phenyl)-pyrimidine-5-carboxylic acid (piperidin-3-ylmethyl)-amide hydrochloride). As a reaction SMILES: [ClH:1].C(OC([N:9]1[CH2:14][CH2:13][CH2:12][CH:11]([CH2:15][NH:16][C:17]([C:19]2[CH:20]=[N:21][C:22]([C:25]3[CH:30]=[CH:29][CH:28]=[C:27]([F:31])[CH:26]=3)=[N:23][CH:24]=2)=[O:18])[CH2:10]1)=O)(C)(C)C>C(Cl)Cl>[ClH:1].[NH:9]1[CH2:14][CH2:13][CH2:12][CH:11]([CH2:15][NH:16][C:17]([C:19]2[CH:24]=[N:23][C:22]([C:25]3[CH:30]=[CH:29][CH:28]=[C:27]([F:31])[CH:26]=3)=[N:21][CH:20]=2)=[O:18])[CH2:10]1 |f:3.4|. Reported procedure: Hydrogen chloride gas is bubbled into a solution of 3-({[2-(3-fluoro-phenyl)-pyrimidine-5-carbonyl]-amino}-methyl)-piperidine-1-carboxylic acid tert-butyl ester (3.76 mmol) in DCM (20 mL) and the reaction is stirred at room temperature for 2 hours. The mixture is concentrated in vacuo to afford 2-(3-fluoro-phenyl)-pyrimidine-5-carboxylic acid (piperidin-3-ylmethyl)-amide hydrochloride as a solid. MS 415 (M+H); 1H NMR (300 MHz, CD3OD): δ 1.22-1.50 (m, 2H), 1.68-1.90 (m, H), 1.90-2.06 (bs, 2H), 2.... Starting materials: [Cl-].[NH4+] (ammonium chloride), Grignard reagent, COCOC1=C(C=O)C=CC=C1 (2-(methoxymethoxy)benzaldehyde), II (iodine), 1-bromo-4-ethyl-thiobenzene, [Mg] (magnesium). Run in O (water), O1CCCC1 (tetrahydrofuran), O1CCCC1 (tetrahydrofuran). Run at temperature 65 celsius, time 10 minute. Product: Grignard reagent, C1(=CC=CC=C1)C(O)C1=CC=CC=C1 (diphenylmethanol). The yield is 293.1%. Reaction SMILES: [Mg].II.COCO[C:8]1[CH:15]=[CH:14][CH:13]=[CH:12][C:9]=1[CH:10]=[O:11].[Cl-].[NH4+]>O1CCCC1.O>[C:9]1([CH:10]([C:8]2[CH:15]=[CH:14][CH:13]=[CH:12][CH:9]=2)[OH:11])[CH:12]=[CH:13][CH:14]=[CH:15][CH:8]=1 |f:3.4|. Procedure details: A Grignard reagent was prepared from 1-bromo-4-ethyl-thiobenzene (1.1 g), magnesium (0.12 g), a catalytic amount of iodine and tetrahydrofuran (5 mL) in the usual manner. To the obtained Grignard reagent solution was added a solution of 2-(methoxymethoxy)benzaldehyde (0.56 g) in tetrahydrofuran (12 mL), and the mixture was stirred at 65° C. for 10 minutes. After cooling to ambient temperature, a saturated aqueous ammonium chloride solution (5 mL) and water (20 mL) were added to the reaction mixt...